Dataset: the Open Reaction Database (ORD), a public repository of structured organic reaction records. Task: describe an organic reaction: reactants, conditions, products, and yield Starting materials: COc1cncc(Br)c1, CC(C)(C)OC(=O)N1CC2CNCC2C1. The product is COc1cncc(N2CC3CN(C(=O)OC(C)(C)C)CC3C2)c1. RXN SMILES: [Br:16][c:17]1[cH:18][n:19][cH:20][c:21]([O:23][CH3:24])[cH:22]1.[CH2:1]1[N:2]([C:9](=[O:10])[O:11][C:12]([CH3:13])([CH3:14])[CH3:15])[CH2:3][CH:4]2[CH:5]1[CH2:6][NH:7][CH2:8]2>>[CH2:1]1[N:2]([C:9](=[O:10])[O:11][C:12]([CH3:13])([CH3:14])[CH3:15])[CH2:3][CH:4]2[CH:5]1[CH2:6][N:7]([c:17]1[cH:18][n:19][cH:20][c:21]([O:23][CH3:24])[cH:22]1)[CH2:8]2. Starting materials: C(C)OCOC1=CC=C(C=C1)C(C(F)(F)F)(F)F (1-ethoxymethoxy-4-pentafluoroethyl benzene), CC(=O)C (acetone), Cl (hydrochloric acid). Solvent: O (water). Run at temperature 50 celsius. Product: FC(C(F)(F)F)(C1=CC=C(C=C1)O)F (4-(pentafluoroethyl)phenol). As a reaction SMILES: C(OC[O:5][C:6]1[CH:11]=[CH:10][C:9]([C:12]([F:18])([F:17])[C:13]([F:16])([F:15])[F:14])=[CH:8][CH:7]=1)C.CC(C)=O.Cl>O>[F:17][C:12]([F:18])([C:9]1[CH:10]=[CH:11][C:6]([OH:5])=[CH:7][CH:8]=1)[C:13]([F:14])([F:16])[F:15]. Procedure: 7.39 g of 1-ethoxymethoxy-4-pentafluoroethyl benzene, 30 ml of acetone and 30 ml of 6 M hydrochloric acid were stirred while heating at 50° C. for 2.5 hours. The reaction mixture was cooled to room temperature, and then poured into water, followed by extraction with ethyl acetate. The combined organic layers were washed with water and a saturated sodium chloride solution, dried over anhydrous magnesium sulfate, and concentrated under reduced pressure. The residue was subjected to silica gel colu...